From a dataset of the Open Reaction Database (ORD), a public repository of structured organic reaction records. describe an organic reaction: reactants, conditions, products, and yield Starting materials: CC(C)O, Cc1ccc(F)c(C(=O)Nc2cccc(-c3nn4ccccc4c3-c3ccnc(Cl)n3)c2)c1F, ClCCl, Cl, CN(C)CCOc1cccc(N)c1. The product is Cc1ccc(F)c(C(=O)Nc2cccc(-c3nn4ccccc4c3-c3ccnc(Nc4cccc(OCCN(C)C)c4)n3)c2)c1F. RXN SMILES: [CH3:49][CH:50]([OH:51])[CH3:52].[Cl:1][c:2]1[n:3][cH:4][cH:5][c:6](-[c:8]2[c:9](-[c:17]3[cH:18][c:19]([NH:23][C:24]([c:25]4[c:26]([F:33])[c:27]([CH3:32])[cH:28][cH:29][c:30]4[F:31])=[O:34])[cH:20][cH:21][cH:22]3)[n:10][n:11]3[c:12]2[cH:13][cH:14][cH:15][cH:16]3)[n:7]1.[Cl:53][CH2:54][Cl:55].[ClH:48].[NH2:35][c:36]1[cH:37][c:38]([O:42][CH2:43][CH2:44][N:45]([CH3:46])[CH3:47])[cH:39][cH:40][cH:41]1>>[c:2]1([NH:35][c:36]2[cH:37][c:38]([O:42][CH2:43][CH2:44][N:45]([CH3:46])[CH3:47])[cH:39][cH:40][cH:41]2)[n:3][cH:4][cH:5][c:6](-[c:8]2[c:9](-[c:17]3[cH:18][c:19]([NH:23][C:24]([c:25]4[c:26]([F:33])[c:27]([CH3:32])[cH:28][cH:29][c:30]4[F:31])=[O:34])[cH:20][cH:21][cH:22]3)[n:10][n:11]3[c:12]2[cH:13][cH:14][cH:15][cH:16]3)[n:7]1.